From a dataset of the Open Reaction Database (ORD), a public repository of structured organic reaction records. describe an organic reaction: reactants, conditions, products, and yield The reactants are COc1ccc(-c2cn(CCC(C)(C)N)cn2)cc1, CCOC(C)=O, Cl, [Na+], [OH-], O, c1ccncc1. The product is CC(C)(N)CCn1cnc(-c2ccc(O)cc2)c1. Reaction SMILES: [CH3:1][O:2][c:3]1[cH:4][cH:5][c:6](-[c:9]2[n:10][cH:11][n:12]([CH2:14][CH2:15][C:16]([CH3:17])([CH3:18])[NH2:19])[cH:13]2)[cH:7][cH:8]1.[CH3:30][CH2:31][O:32][C:33](=[O:34])[CH3:35].[ClH:20].[Na+:29].[OH-:28].[OH2:27].[n:21]1[cH:22][cH:23][cH:24][cH:25][cH:26]1>>[OH:2][c:3]1[cH:4][cH:5][c:6](-[c:9]2[n:10][cH:11][n:12]([CH2:14][CH2:15][C:16]([CH3:17])([CH3:18])[NH2:19])[cH:13]2)[cH:7][cH:8]1.